This data is from the Open Reaction Database (ORD), a public repository of structured organic reaction records. The task is: describe an organic reaction: reactants, conditions, products, and yield The reactants are COC([C@H](C)NC(C)=O)=O ((S)-2-Acetylaminopropionic acid methyl ester), [Si](C)(C)(C)C=[N+]=[N-] (TMS-diazomethane), methyl ester. The product is C(C)(=O)NC(C(=O)O)=C (2-acetamidoacrylic acid). As a reaction SMILES: C[O:2][C:3](=[O:10])[C@@H:4]([NH:6][C:7](=[O:9])[CH3:8])[CH3:5].[Si](C=[N+]=[N-])(C)(C)C>>[C:7]([NH:6][C:4](=[CH2:5])[C:3]([OH:10])=[O:2])(=[O:9])[CH3:8]. Procedure: (S)-2-Acetylaminopropionic acid methyl ester, conversion>99%, ee>99% (derivatised using TMS-diazomethane and then analysed using the same method developed for the methyl ester).